Dataset: the Open Reaction Database (ORD), a public repository of structured organic reaction records. Task: describe an organic reaction: reactants, conditions, products, and yield Starting materials: CC(C)(C)OC(=O)N1CCC(Nc2c([N+](=O)[O-])cnc3c2ccn3S(=O)(=O)c2ccccc2)C1, C1CCOC1, CCO. Product: CC(C)(C)OC(=O)N1CCC(Nc2c(N)cnc3c2ccn3S(=O)(=O)c2ccccc2)C1. Reaction SMILES: [C:1]([CH3:2])([CH3:3])([CH3:4])[O:5][C:6](=[O:7])[N:8]1[CH2:9][CH:10]([NH:13][c:14]2[c:15]3[c:16]([n:17][cH:18][c:19]2[N+:20]([O-:21])=[O:22])[n:23]([S:26](=[O:27])(=[O:28])[c:29]2[cH:30][cH:31][cH:32][cH:33][cH:34]2)[cH:24][cH:25]3)[CH2:11][CH2:12]1.[CH2:35]1[O:36][CH2:37][CH2:38][CH2:39]1.[CH3:40][CH2:41][OH:42]>>[C:1]([CH3:2])([CH3:3])([CH3:4])[O:5][C:6](=[O:7])[N:8]1[CH2:9][CH:10]([NH:13][c:14]2[c:15]3[c:16]([n:17][cH:18][c:19]2[NH2:20])[n:23]([S:26](=[O:27])(=[O:28])[c:29]2[cH:30][cH:31][cH:32][cH:33][cH:34]2)[cH:24][cH:25]3)[CH2:11][CH2:12]1. Starting materials: Cc1cccc(-c2nc(CCOc3ccc(C=O)cc3)c(C)o2)c1, CCOC(=O)CP(=O)(OCC)OCC, CN(C)C=O, Cl, [H-], [Na+]. The product is CCOC(=O)C=Cc1ccc(OCCc2nc(-c3cccc(C)c3)oc2C)cc1. RXN SMILES: [CH3:17][c:18]1[c:19]([CH2:30][CH2:31][O:32][c:33]2[cH:34][cH:35][c:36]([CH:37]=[O:38])[cH:39][cH:40]2)[n:20][c:21](-[c:23]2[cH:24][c:25]([CH3:29])[cH:26][cH:27][cH:28]2)[o:22]1.[CH3:1][CH2:2][O:3][C:4](=[O:5])[CH2:6][P:7]([O:8][CH2:9][CH3:10])([O:11][CH2:12][CH3:13])=[O:14].[CH3:42][N:43]([CH3:44])[CH:45]=[O:46].[ClH:41].[H-:15].[Na+:16]>>[CH3:1][CH2:2][O:3][C:4](=[O:5])[CH:6]=[CH:37][c:36]1[cH:35][cH:34][c:33]([O:32][CH2:31][CH2:30][c:19]2[c:18]([CH3:17])[o:22][c:21](-[c:23]3[cH:24][c:25]([CH3:29])[cH:26][cH:27][cH:28]3)[n:20]2)[cH:40][cH:39]1. The reactants are O=C(OCc1ccccc1)N1CCC(O)C1, [F-], [K+], OCCO. Product: O=C(OCc1ccccc1)N1CCC(F)C1. RXN SMILES: [CH2:3]([c:4]1[cH:5][cH:6][cH:7][cH:8][cH:9]1)[O:10][C:11](=[O:12])[N:13]1[CH2:14][CH:15]([OH:18])[CH2:16][CH2:17]1.[F-:1].[K+:2].[OH:19][CH2:20][CH2:21][OH:22]>>[F:1][CH:15]1[CH2:14][N:13]([C:11]([O:10][CH2:3][c:4]2[cH:5][cH:6][cH:7][cH:8][cH:9]2)=[O:12])[CH2:17][CH2:16]1. Reactants: C1CCOC1 (THF), C(C)NC(=O)NC1=CC=C(C=C1)C=1N=C(C=2CCNCCC2N1)N1C(COCC1)C (1-ethyl-3-(4-(4-(3-methylmorpholino)-6,7,8,9-tetrahydro-5H-pyrimido[5,4-d]azepin-2-yl)phenyl)urea). The product is C(C)NC(=O)NC1=CC=C(C=C1)C=1N=C(C=2CCN(CCC2N1)CCCCO)N1[C@H](COCC1)C ((S)-1-ethyl-3-(4-(7-(4-hydroxybutyl)-4-(3-methylmorpholino)-6,7,8,9-tetrahydro-5H-pyrimido[5,4-d]azepin-2-yl)phenyl)urea). Reaction SMILES: [CH2:1]([NH:3][C:4]([NH:6][C:7]1[CH:12]=[CH:11][C:10]([C:13]2[N:14]=[C:15]([N:24]3[CH2:29][CH2:28][O:27][CH2:26][CH:25]3[CH3:30])[C:16]3[CH2:17][CH2:18][NH:19][CH2:20][CH2:21][C:22]=3[N:23]=2)=[CH:9][CH:8]=1)=[O:5])[CH3:2].[CH2:31]1[CH2:35][O:34][CH2:33][CH2:32]1>>[CH2:1]([NH:3][C:4]([NH:6][C:7]1[CH:12]=[CH:11][C:10]([C:13]2[N:14]=[C:15]([N:24]3[CH2:29][CH2:28][O:27][CH2:26][C@@H:25]3[CH3:30])[C:16]3[CH2:17][CH2:18][N:19]([CH2:35][CH2:31][CH2:32][CH2:33][OH:34])[CH2:20][CH2:21][C:22]=3[N:23]=2)=[CH:9][CH:8]=1)=[O:5])[CH3:2]. Procedure: During the synthesis of S)-1-ethyl-3-(4-(4-(3-methylmorpholino)-6,7,8,9-tetrahydro-5H-pyrimido[5,4-d]azepin-2-yl)phenyl)urea (Step 3 of Example 286), the title compound sl (a white powder) was obtained as a by-product due to the oxidation of THF during long-term storage: 1H NMR (400 MHz, CDCl3) δ 8.35 (d, J=8.6 Hz, 2H), 7.36 (d, J=8.7 Hz, 2H), 6.33 (s, 1H), 4.62 (m, 1H), 3.89-3.55 (m, 6H), 3.39-3.15 (m, 5H), 2.98-2.52 (m, 7H), 1.74 (m, 8H), 1.33-1.02 (m, 6H); LC-MS m/z=483 (M+H).